Task: describe an organic reaction: reactants, conditions, products, and yield. Dataset: the Open Reaction Database (ORD), a public repository of structured organic reaction records The reactants are O (water), CS(=O)(=O)C[C@@H](C)NC(=O)C1=CN(C2=NC=C(N=C21)C2=NN(C1=CC(=CC=C21)Cl)C)COCC[Si](C)(C)C (2-(6-Chloro-1-methyl-1H-indazol-3-yl)-5-(2-trimethylsilanyl-ethoxymethyl)-5H-pyrrolo[2,3-b]pyrazine-7-carboxylic acid ((R)-2-methanesulfonyl-1-methyl-ethyl)-amide), C(C)(=O)[O-].[Na+] (sodium acetate), FC(C(=O)O)(F)F (Trifluoroacetic acid). Run in C(C)(=O)OCC (ethyl acetate), ClCCl (dichloromethane). The product is CS(=O)(=O)C[C@@H](C)NC(=O)C1=CNC2=NC=C(N=C21)C2=NN(C1=CC(=CC=C21)Cl)C (2-(6-chloro-1-methyl-1H-indazol-3-yl)-5H-pyrrolo[2,3-b]pyrazine-7-carboxylic acid ((R)-2-methanesulfonyl-1-methyl-ethyl)-amide). Isolated yield 36.8%. Reaction SMILES: [CH3:1][S:2]([CH2:5][C@H:6]([NH:8][C:9]([C:11]1[C:19]2[C:14](=[N:15][CH:16]=[C:17]([C:20]3[C:28]4[C:23](=[CH:24][C:25]([Cl:29])=[CH:26][CH:27]=4)[N:22]([CH3:30])[N:21]=3)[N:18]=2)[N:13](COCC[Si](C)(C)C)[CH:12]=1)=[O:10])[CH3:7])(=[O:4])=[O:3].FC(F)(F)C(O)=O.C([O-])(=O)C.[Na+].O>ClCCl.C(OCC)(=O)C>[CH3:1][S:2]([CH2:5][C@H:6]([NH:8][C:9]([C:11]1[C:19]2[C:14](=[N:15][CH:16]=[C:17]([C:20]3[C:28]4[C:23](=[CH:24][C:25]([Cl:29])=[CH:26][CH:27]=4)[N:22]([CH3:30])[N:21]=3)[N:18]=2)[NH:13][CH:12]=1)=[O:10])[CH3:7])(=[O:3])=[O:4] |f:2.3|. Reported procedure: 2-(6-Chloro-1-methyl-1H-indazol-3-yl)-5-(2-trimethylsilanyl-ethoxymethyl)-5H-pyrrolo[2,3-b]pyrazine-7-carboxylic acid ((R)-2-methanesulfonyl-1-methyl-ethyl)-amide (65 mg, 0.113 mmol) was dissolved in dichloromethane (0.8 ml) and then stirred in an ice bath. Trifluoroacetic acid (0.4 ml) was slowly added and the ice bath was removed. The reaction was stirred at room temperature for 3 h then cooled in ice bath. Sodium bicarbonate solution was added and the mixture was extracted three times with et... Starting materials: [H-].[Na+] (Sodium hydride), N1=CNC2=C1C=CC=C2 (benzimidazole), O (water), ClC1=CC=C(C#N)C=C1 (4-chlorobenzonitrile). The solvent is CN(C=O)C (N,N-dimethylformamide), CN(C=O)C (N,N-dimethylformamide). Reaction conditions: temperature 130 celsius. The product is C(#N)C1=CC=C(C=C1)N1C=NC2=C1C=CC=C2 (1-(4-cyanophenyl)benzimidazole). Reaction SMILES: [H-].[Na+].[N:3]1[C:7]2[CH:8]=[CH:9][CH:10]=[CH:11][C:6]=2[NH:5][CH:4]=1.Cl[C:13]1[CH:20]=[CH:19][C:16]([C:17]#[N:18])=[CH:15][CH:14]=1.O>CN(C)C=O>[C:17]([C:16]1[CH:19]=[CH:20][C:13]([N:3]2[C:7]3[CH:8]=[CH:9][CH:10]=[CH:11][C:6]=3[N:5]=[CH:4]2)=[CH:14][CH:15]=1)#[N:18] |f:0.1|. Procedure details: Sodium hydride (60% strength in mineral oil; 24.0 g, 0.60 mol) is placed in a flask and admixed with N,N-dimethylformamide (80 ml). A solution of benzimidazole (73.3 g, 0.60 mol) in N,N-dimethylformamide (250 ml) is added dropwise to the suspension over a period of 1 hour. After H2 evolution has ceased 4-chlorobenzonitrile (55.6 g, 0.40 mol) is added and the mixture is subsequently heated at 130° C. for 10.5 hours. After cooling to room temperature, the reaction mixture is poured into water (4 I... Starting materials: NC1=C2C(=NC=N1)N(N=C2C)C(C)C=2C(=C(C(=C(C2)Cl)C#N)C2CN(C2)C(=O)OC(C)(C)C)OC (tert-butyl 3-{3-[1-(4-amino-3-methyl-1H-pyrazolo[3,4-d]pyrimidin-1-yl)ethyl]-5-chloro-6-cyano-2-methoxyphenyl}azetidine-1-carboxylate), FC(C(=O)O)(F)F (trifluoroacetic acid). Run in [Cl-].[Na+].O (brine), CO (methanol), C([O-])(O)=O.[Na+] (sodium bicarbonate), C(Cl)Cl (methylene chloride). Run at time 20 minute. The product is NC1=C2C(=NC=N1)N(N=C2C)C(C)C2=C(C(=C(C#N)C(=C2)Cl)C2CNC2)OC (4-[1-(4-Amino-3-methyl-1H-pyrazolo[3,4-d]pyrimidin-1-yl)ethyl]-2-azetidin-3-yl-6-chloro-3-methoxybenzonitrile). The yield is 106.6%. As a reaction SMILES: [NH2:1][C:2]1[N:7]=[CH:6][N:5]=[C:4]2[N:8]([CH:12]([C:14]3[C:15]([O:34][CH3:35])=[C:16]([CH:23]4[CH2:26][N:25](C(OC(C)(C)C)=O)[CH2:24]4)[C:17]([C:21]#[N:22])=[C:18]([Cl:20])[CH:19]=3)[CH3:13])[N:9]=[C:10]([CH3:11])[C:3]=12.FC(F)(F)C(O)=O>C(Cl)Cl.CO.C(=O)(O)[O-].[Na+].[Cl-].[Na+].O>[NH2:1][C:2]1[N:7]=[CH:6][N:5]=[C:4]2[N:8]([CH:12]([C:14]3[CH:19]=[C:18]([Cl:20])[C:17]([C:21]#[N:22])=[C:16]([CH:23]4[CH2:24][NH:25][CH2:26]4)[C:15]=3[O:34][CH3:35])[CH3:13])[N:9]=[C:10]([CH3:11])[C:3]=12 |f:4.5,6.7.8|. Reported procedure: A solution of tert-butyl 3-{3-[1-(4-amino-3-methyl-1H-pyrazolo[3,4-d]pyrimidin-1-yl)ethyl]-5-chloro-6-cyano-2-methoxyphenyl}azetidine-1-carboxylate (1.7 g, 3.3 mmol) in methylene chloride (30 mL) was treated with trifluoroacetic acid (20 mL) and stirred at room temperature for 20 min. The reaction mixture was concentrated to give a residue that was diluted with methanol (50 mL) and saturated sodium bicarbonate solution (50 mL). This aqueous solution was diluted with brine (50 mL) and extracted w... Reactants: CCNCC, ClCCl, [Na+], O=C(O)c1ccc2c(=O)c3ccccc3oc2c1, [OH-], O=S(Cl)Cl. The product is CCN(CC)C(=O)c1ccc2c(=O)c3ccccc3oc2c1. RXN SMILES: [CH2:25]([CH3:26])[NH:27][CH2:28][CH3:29].[Cl:30][CH2:31][Cl:32].[Na+:24].[O:1]=[c:2]1[c:3]2[cH:4][cH:5][cH:6][cH:7][c:8]2[o:9][c:10]2[cH:11][c:12]([C:16](=[O:17])[OH:18])[cH:13][cH:14][c:15]12.[OH-:23].[S:19]([Cl:20])([Cl:21])=[O:22]>>[O:1]=[c:2]1[c:3]2[cH:4][cH:5][cH:6][cH:7][c:8]2[o:9][c:10]2[cH:11][c:12]([C:16](=[O:18])[N:27]([CH2:25][CH3:26])[CH2:28][CH3:29])[cH:13][cH:14][c:15]12. Reactants: Cl(=O)(=O)(=O)[O-].C(CCC)[N+]1=C(C2=C3C(C=CC=C13)=CC=C2)C=CC2=C(C(CC2)=CC=C2N(C1=CC=CC=3C1=C2C=CC3)CCCC)N(C3=CC=CC=C3)C3=CC=CC=C3 (1-butyl-2-(2-{3-[2-(1-butyl-1H-benzo[cd]indol-2-ylidene)ethylidene]-2-(N,N-diphenylamino)cyclopent-1-en-1-yl)ethenyl)-benzo[cd]indol-1-ium perchlorate), FC(C(C(F)(F)F)OC(C(C)(C)C)=O)(S(=O)(=O)[O-])F.[Na+] (sodium 1,1,3,3,3-pentafluoro-2-(pivaloyloxy)propanesulfonate), O (water). Solvent: C(C(C)C)C(=O)C (methyl isobutyl ketone). Conditions: time 8 hour. Product: FC(C(C(F)(F)F)OC(C(C)(C)C)=O)(S(=O)(=O)[O-])F.C(CCC)[N+]1=C(C2=C3C(C=CC=C13)=CC=C2)C=CC2=C(C(CC2)=CC=C2N(C1=CC=CC=3C1=C2C=CC3)CCCC)N(C3=CC=CC=C3)C3=CC=CC=C3 (1-butyl-2-(2-{3-[2-(1-butyl-1H-benzo[cd]indol-2-ylidene)ethylidene]-2-(N,N-diphenylamino)cyclopent-1-en-1-yl)ethenyl)-benzo[cd]-indol-1-ium 1,1,3,3,3-pentafluoro-2-(pivaloyloxy)propane-sulfonate). The yield is 86.0%. Reaction SMILES: Cl([O-])(=O)(=O)=O.[CH2:6]([N+:10]1[C:18]2[C:13]3[C:14](=[CH:19][CH:20]=[CH:21][C:12]=3[C:11]=1[CH:22]=[CH:23][C:24]1[CH2:28][CH2:27][C:26](=[CH:29][CH:30]=[C:31]3[C:39]4[CH:40]=[CH:41][CH:42]=[C:37]5[C:38]=4[C:33](=[CH:34][CH:35]=[CH:36]5)[N:32]3[CH2:43][CH2:44][CH2:45][CH3:46])[C:25]=1[N:47]([C:54]1[CH:59]=[CH:58][CH:57]=[CH:56][CH:55]=1)[C:48]1[CH:53]=[CH:52][CH:51]=[CH:50][CH:49]=1)[CH:15]=[CH:16][CH:17]=2)[CH2:7][CH2:8][CH3:9].[F:60][C:61]([F:78])([S:74]([O-:77])(=[O:76])=[O:75])[CH:62]([O:67][C:68](=[O:73])[C:69]([CH3:72])([CH3:71])[CH3:70])[C:63]([F:66])([F:65])[F:64].[Na+].O>C(C(C)=O)C(C)C>[F:78][C:61]([F:60])([S:74]([O-:77])(=[O:75])=[O:76])[CH:62]([O:67][C:68](=[O:73])[C:69]([CH3:71])([CH3:72])[CH3:70])[C:63]([F:64])([F:66])[F:65].[CH2:6]([N+:10]1[C:18]2[C:13]3[C:14](=[CH:19][CH:20]=[CH:21][C:12]=3[C:11]=1[CH:22]=[CH:23][C:24]1[CH2:28][CH2:27][C:26](=[CH:29][CH:30]=[C:31]3[C:39]4[CH:40]=[CH:41][CH:42]=[C:37]5[C:38]=4[C:33](=[CH:34][CH:35]=[CH:36]5)[N:32]3[CH2:43][CH2:44][CH2:45][CH3:46])[C:25]=1[N:47]([C:54]1[CH:55]=[CH:56][CH:57]=[CH:58][CH:59]=1)[C:48]1[CH:53]=[CH:52][CH:51]=[CH:50][CH:49]=1)[CH:15]=[CH:16][CH:17]=2)[CH2:7][CH2:8][CH3:9] |f:0.1,2.3,6.7|. Procedure details: A mixture of 0.80 g (1 mmol) of 1-butyl-2-(2-{3-[2-(1-butyl-1H-benzo[cd]indol-2-ylidene)ethylidene]-2-(N,N-diphenylamino)cyclopent-1-en-1-yl)ethenyl)-benzo[cd]indol-1-ium perchlorate, 3.1 g (1.5 mmol) of sodium 1,1,3,3,3-pentafluoro-2-(pivaloyloxy)propanesulfonate aqueous solution, 16 g of water, and 16 g of methyl isobutyl ketone was stirred overnight at room temperature, whereupon the organic layer was taken out. The organic layer was washed with water and concentrated in vacuum. Diisopropyl e... The reactants are CC(C)(C)OC(=O)N(CC1CCOC(C)(C)C1)c1ccc(Cl)c(-c2cc(F)ncc2Cl)n1, ClCCl, O=C(O)C(F)(F)F. The product is CC1(C)CC(CNc2ccc(Cl)c(-c3cc(F)ncc3Cl)n2)CCO1. Reaction SMILES: [Cl:1][c:2]1[c:3](-[c:25]2[cH:26][c:27]([F:32])[n:28][cH:29][c:30]2[Cl:31])[n:4][c:5]([N:8]([C:9](=[O:10])[O:11][C:12]([CH3:13])([CH3:14])[CH3:15])[CH2:16][CH:17]2[CH2:18][C:19]([CH3:23])([CH3:24])[O:20][CH2:21][CH2:22]2)[cH:6][cH:7]1.[Cl:40][CH2:41][Cl:42].[F:33][C:34]([F:35])([F:36])[C:37]([OH:38])=[O:39]>>[Cl:1][c:2]1[c:3](-[c:25]2[cH:26][c:27]([F:32])[n:28][cH:29][c:30]2[Cl:31])[n:4][c:5]([NH:8][CH2:16][CH:17]2[CH2:18][C:19]([CH3:23])([CH3:24])[O:20][CH2:21][CH2:22]2)[cH:6][cH:7]1.